From a dataset of the Open Reaction Database (ORD), a public repository of structured organic reaction records. describe an organic reaction: reactants, conditions, products, and yield Starting materials: C(C)(C)(C)OC(=O)N[C@@H]1C[C@@H]([C@H](C1)C1=CC=CC=C1)CN1CCC(CC1)N(CC=C)C(=O)OCC1=CC=C(C=C1)[N+](=O)[O-] (1-(S)-((t-butoxycarbonyl)amino)-3-(S)-((4-(N-(4-nitrobenzyloxycarbonyl)-N-(allyl)amino)piperidin-1-yl)methyl)-4-(S)-phenylcyclopentane), FC1=CC=C(C(=O)Cl)C=C1 (4-fluorobenzoyl chloride). The product is FC1=CC=C(C=C1)C(=O)N[C@@H]1C[C@@H]([C@H](C1)C1=CC=CC=C1)CN1CCC(CC1)N(CC=C)C(=O)OCC1=CC=C(C=C1)[N+](=O)[O-] (1-(S)-((4-Fluorophenylcarbonyl)amino)-3-(S)-((4-(N-(4-nitrobenzyloxycarbonyl)-N-(allyl)amino)piperidin-1-yl)methyl)-4-(S)-phenylcyclopentane). RXN SMILES: C(O[C:6]([NH:8][C@H:9]1[CH2:13][C@H:12]([C:14]2[CH:19]=[CH:18][CH:17]=[CH:16][CH:15]=2)[C@@H:11]([CH2:20][N:21]2[CH2:26][CH2:25][CH:24]([N:27]([C:31]([O:33][CH2:34][C:35]3[CH:40]=[CH:39][C:38]([N+:41]([O-:43])=[O:42])=[CH:37][CH:36]=3)=[O:32])[CH2:28][CH:29]=[CH2:30])[CH2:23][CH2:22]2)[CH2:10]1)=[O:7])(C)(C)C.[F:44][C:45]1[CH:53]=[CH:52][C:48](C(Cl)=O)=[CH:47][CH:46]=1>>[F:44][C:45]1[CH:53]=[CH:52][C:48]([C:6]([NH:8][C@H:9]2[CH2:13][C@H:12]([C:14]3[CH:19]=[CH:18][CH:17]=[CH:16][CH:15]=3)[C@@H:11]([CH2:20][N:21]3[CH2:22][CH2:23][CH:24]([N:27]([C:31]([O:33][CH2:34][C:35]4[CH:40]=[CH:39][C:38]([N+:41]([O-:43])=[O:42])=[CH:37][CH:36]=4)=[O:32])[CH2:28][CH:29]=[CH2:30])[CH2:25][CH2:26]3)[CH2:10]2)=[O:7])=[CH:47][CH:46]=1. Procedure details: Using essentially the same procedure as in Example 16, Step A and B but substituting 1-(S)-((t-butoxycarbonyl)amino)-3-(S)-((4-(N-(4-nitrobenzyloxycarbonyl)-N-(allyl)amino)piperidin-1-yl)methyl)-4-(S)-phenylcyclopentane from Example 33 in Step A and 4-fluorobenzoyl chloride in Step B, the title compound was prepared. The reactants are CS(=O)(=O)c1ccc2cc[nH]c2c1, BrCC1CC1, Nc1nccs1. Yields the product c1ccc2[nH]ccc2c1. As a reaction SMILES: [CH3:1][S:2](=[O:3])(=[O:4])[c:5]1[cH:6][cH:7][c:8]2[cH:9][cH:10][nH:11][c:12]2[cH:13]1.[CH:14]1([CH2:15][Br:16])[CH2:17][CH2:18]1.[NH2:19][c:20]1[s:21][cH:22][cH:23][n:24]1>>[cH:5]1[cH:6][cH:7][c:8]2[cH:9][cH:10][nH:11][c:12]2[cH:13]1. The reactants are CN1CCCC1=O, CCOC(C)=O, Fc1cc2ncccc2cc1Cc1cnc2ccc(Cl)nn12, [F-], [K+], O=C1CNCCN1. Yields the product O=C1CN(c2ccc3ncc(Cc4cc5cccnc5cc4F)n3n2)CCN1. RXN SMILES: [CH3:32][N:33]1[CH2:34][CH2:35][CH2:36][C:37]1=[O:38].[CH3:39][CH2:40][O:41][C:42]([CH3:43])=[O:44].[Cl:1][c:2]1[cH:3][cH:4][c:5]2[n:6]([n:7]1)[c:8]([CH2:11][c:12]1[cH:13][c:14]3[cH:15][cH:16][cH:17][n:18][c:19]3[cH:20][c:21]1[F:22])[cH:9][n:10]2.[F-:30].[K+:31].[NH:23]1[C:24](=[O:29])[CH2:25][NH:26][CH2:27][CH2:28]1>>[c:2]1([N:26]2[CH2:25][C:24](=[O:29])[NH:23][CH2:28][CH2:27]2)[cH:3][cH:4][c:5]2[n:6]([n:7]1)[c:8]([CH2:11][c:12]1[cH:13][c:14]3[cH:15][cH:16][cH:17][n:18][c:19]3[cH:20][c:21]1[F:22])[cH:9][n:10]2. Starting materials: Clc1ccnc2[nH]ccc12, Nc1ccc(O)c(F)c1, [K+], [OH-], O. Yields the product Nc1ccc(Oc2ccnc3[nH]ccc23)c(F)c1. As a reaction SMILES: [Cl:1][c:2]1[c:3]2[c:4]([n:5][cH:6][cH:7]1)[nH:8][cH:9][cH:10]2.[F:11][c:12]1[cH:13][c:14]([NH2:15])[cH:16][cH:17][c:18]1[OH:19].[K+:21].[OH-:20].[OH2:22]>>[c:2]1([O:19][c:18]2[c:12]([F:11])[cH:13][c:14]([NH2:15])[cH:16][cH:17]2)[c:3]2[c:4]([n:5][cH:6][cH:7]1)[nH:8][cH:9][cH:10]2. Starting materials: C(=S)(N1C(C=CC=C1)=O)N1C(C=CC=C1)=O (1,1′-thiocarbonyldipyridin-2(1H)-one), CC=1C=C2C=C(N=CC2=CC1C)N (6,7-dimethylisoquinolin-3-amine), CC1=C2C=C(N=CC2=CC=C1C)N (5,6-dimethylisoquinolin-3-amine). The solvent is ClCCl (dichloromethane). Reaction conditions: temperature 40 celsius, time 18 hour. The product is N(=C=S)C=1N=CC2=CC(=C(C=C2C1)C)C (3-isothiocyanato-6,7-dimethylisoquinoline), N(=C=S)C=1N=CC2=CC=C(C(=C2C1)C)C (3-isothiocyanato-5,6-dimethylisoquinoline). Isolated yield 15.0%. RXN SMILES: [C:1](N1C=CC=CC1=O)(N1C=CC=CC1=O)=[S:2].[CH3:17][C:18]1[CH:19]=[C:20]2[C:25](=[CH:26][C:27]=1[CH3:28])[CH:24]=[N:23][C:22]([NH2:29])=[CH:21]2.[CH3:30][C:31]1[C:40]([CH3:41])=[CH:39][CH:38]=[C:37]2[C:32]=1[CH:33]=[C:34]([NH2:42])[N:35]=[CH:36]2>ClCCl>[N:29]([C:22]1[N:23]=[CH:24][C:25]2[C:20]([CH:21]=1)=[CH:19][C:18]([CH3:17])=[C:27]([CH3:28])[CH:26]=2)=[C:1]=[S:2].[N:42]([C:34]1[N:35]=[CH:36][C:37]2[C:32]([CH:33]=1)=[C:31]([CH3:30])[C:40]([CH3:41])=[CH:39][CH:38]=2)=[C:1]=[S:2]. Reported procedure: To a solution of 1,1′-thiocarbonyldipyridin-2(1H)-one (1.35 g, 5.81 mmol) in dichloromethane (19 mL) at ambient temperature was added a mixture (2:1) of 6,7-dimethylisoquinolin-3-amine and 5,6-dimethylisoquinolin-3-amine (1.00 g, 5.81 mmol). The reaction mixture was placed into a preheated oil-bath and stirred at 40° C. for 18 h, then cooled, concentrated, and purified by silica gel chromatography (10-35% ethyl acetate in hexanes) to afford a mixture (2:1) of 3-isothiocyanato-6,7-dimethylisoquin...